The task is: describe an organic reaction: reactants, conditions, products, and yield. This data is from the Open Reaction Database (ORD), a public repository of structured organic reaction records. The reactants are C(C)OC(/C=C/C=1C=CC(=NC1)N[C@H]1CN(CC1)C(=O)OC(C)(C)C)=O (tert-butyl (3R)-3-({5-[(1E)-3-ethoxy-3-oxo-1-propen-1-yl]-2-pyridinyl}amino)-1-pyrrolidinecarboxylate), [OH-].[Na+] (NaOH). Solvent: CO (MeOH), C1CCOC1 (THF). Reaction conditions: temperature 72.5 celsius, time 2 hour. Yields the product C(C)(C)(C)OC(=O)N1C[C@@H](CC1)NC1=CC=C(C=N1)/C=C/C(=O)O ((2E)-3-(6-{[(3R)-1-(tert-butoxycarbonyl)-3-pyrrolidinyl]amino}-3-pyridinyl)acrylic acid). The yield is 81.3%. As a reaction SMILES: C([O:3][C:4](=[O:26])/[CH:5]=[CH:6]/[C:7]1[CH:8]=[CH:9][C:10]([NH:13][C@@H:14]2[CH2:18][CH2:17][N:16]([C:19]([O:21][C:22]([CH3:25])([CH3:24])[CH3:23])=[O:20])[CH2:15]2)=[N:11][CH:12]=1)C.[OH-].[Na+]>CO.C1COCC1>[C:22]([O:21][C:19]([N:16]1[CH2:17][CH2:18][C@@H:14]([NH:13][C:10]2[N:11]=[CH:12][C:7](/[CH:6]=[CH:5]/[C:4]([OH:26])=[O:3])=[CH:8][CH:9]=2)[CH2:15]1)=[O:20])([CH3:25])([CH3:23])[CH3:24] |f:1.2|. Procedure details: A mixture of tert-butyl (3R)-3-({5-[(1E)-3-ethoxy-3-oxo-1-propen-1-yl]-2-pyridinyl}amino)-1-pyrrolidinecarboxylate (600 mg) and 1N NaOH solution (3.3 ml) in MeOH (10 ml) and THF (10 ml) was stirred at 70-75° C. for 2 hours. The reaction mixture was evaporated in vacuo and the residue was dissolved in a mixture of AcOEt and H2O. The aqueous solution was adjusted to PH4.5 and extracted with AcOEt and THF. The organic layer was washed with brine and dried over MgSO4. The solvent was concentrated in... As a reaction SMILES: [CH3:21][NH:22][C:23](=[O:24])[c:25]1[s:26][cH:27][cH:28][c:29]1[NH:30][c:31]1[n:32][c:33]([Cl:38])[n:34][cH:35][c:36]1[Cl:37].[CH:39]([OH:40])([CH3:41])[CH3:42].[NH2:1][c:2]1[cH:3][cH:4][c:5]2[c:6]([cH:20]1)[N:7]([C:12]([CH2:13][N:14]1[CH2:15][CH2:16][CH2:17][CH2:18]1)=[O:19])[CH2:8][CH2:9][CH2:10][O:11]2>>[NH:1]([c:2]1[cH:3][cH:4][c:5]2[c:6]([cH:20]1)[N:7]([C:12]([CH2:13][N:14]1[CH2:15][CH2:16][CH2:17][CH2:18]1)=[O:19])[CH2:8][CH2:9][CH2:10][O:11]2)[c:33]1[n:32][c:31]([NH:30][c:29]2[c:25]([C:23]([NH:22][CH3:21])=[O:24])[s:26][cH:27][cH:28]2)[c:36]([Cl:37])[cH:35][n:34]1. Starting materials: CNC(=O)c1sccc1Nc1nc(Cl)ncc1Cl, CC(C)O, Nc1ccc2c(c1)N(C(=O)CN1CCCC1)CCCO2. The product is CNC(=O)c1sccc1Nc1nc(Nc2ccc3c(c2)N(C(=O)CN2CCCC2)CCCO3)ncc1Cl.